This data is from the Open Reaction Database (ORD), a public repository of structured organic reaction records. The task is: describe an organic reaction: reactants, conditions, products, and yield The reactants are C(CCCCCCCCCCCCCCC)OC(C)C1=CC=C(C=C1)O ((+)-4-(1-hexadecyloxyethyl)phenol), C(CCCCCCC)OC1=CC=C(C(=O)Cl)C=C1 (4-octyloxybenzoic acid chloride). Product: C(CCCCCCC)OC1=CC=C(C(=O)OC2=CC=C(C=C2)C(C)OCCCCCCCCCCCCCCCC)C=C1 ((+)-4-(1-hexadecyloxyethyl)phenyl 4-octyloxy-benzoate). Reaction SMILES: [CH2:1]([O:17][CH:18]([C:20]1[CH:25]=[CH:24][C:23]([OH:26])=[CH:22][CH:21]=1)[CH3:19])[CH2:2][CH2:3][CH2:4][CH2:5][CH2:6][CH2:7][CH2:8][CH2:9][CH2:10][CH2:11][CH2:12][CH2:13][CH2:14][CH2:15][CH3:16].[CH2:27]([O:35][C:36]1[CH:44]=[CH:43][C:39]([C:40](Cl)=[O:41])=[CH:38][CH:37]=1)[CH2:28][CH2:29][CH2:30][CH2:31][CH2:32][CH2:33][CH3:34]>>[CH2:27]([O:35][C:36]1[CH:37]=[CH:38][C:39]([C:40]([O:26][C:23]2[CH:24]=[CH:25][C:20]([CH:18]([O:17][CH2:1][CH2:2][CH2:3][CH2:4][CH2:5][CH2:6][CH2:7][CH2:8][CH2:9][CH2:10][CH2:11][CH2:12][CH2:13][CH2:14][CH2:15][CH3:16])[CH3:19])=[CH:21][CH:22]=2)=[O:41])=[CH:43][CH:44]=1)[CH2:28][CH2:29][CH2:30][CH2:31][CH2:32][CH2:33][CH3:34]. Procedure: The procedure of Example 26 was followed except for use of (+)-4-(1-hexadecyloxyethyl)phenol in place of (+)-4-(1-methoxyethyl)phenol and 4-octyloxybenzoic acid chloride in place of 4'-octyloxy-4-biphenylcarboxylic acid chloride to obtain (+)-4-(1-hexadecyloxyethyl)phenyl 4-octyloxy-benzoate. [α]D20 =+35.9° (c=1, CHCl3). Starting materials: O=C1C(=CN=C(N1)C1=C(C=CC(=C1)OC)OCCC)C#N (1,6-dihydro-6-oxo-2-(5-methoxy-2-n-propoxyphenyl)pyrimidine-5-carbonitrile), C1(CC1)COC1=C(C=CC=C1)C1=NC=C(C(N1)=O)C1=NN=NN1 (2-(2-cyclopropylmethoxyphenyl)-5-(5-1H-tetrazolyl)pyrimidin-4(3H)-one). Yields the product COC=1C=CC(=C(C1)C1=NC=C(C(N1)=O)C1=NN=NN1)OCCC (2-(5-Methoxy-2-n-propoxyphenyl)-5-(5-1H-tetrazolyl)pyrimidin-4(3H)-one), material. The yield is 65.0%. RXN SMILES: [CH:1]1([CH2:4][O:5][C:6]2[CH:11]=[CH:10][CH:9]=[CH:8][C:7]=2[C:12]2[NH:17][C:16](=[O:18])[C:15]([C:19]3[NH:23][N:22]=[N:21][N:20]=3)=[CH:14][N:13]=2)C[CH2:2]1.[O:24]=[C:25]1NC(C2C=C(OC)C=CC=2OCCC)=NC=C1C#N>>[CH3:25][O:24][C:9]1[CH:10]=[CH:11][C:6]([O:5][CH2:4][CH2:1][CH3:2])=[C:7]([C:12]2[NH:17][C:16](=[O:18])[C:15]([C:19]3[NH:23][N:22]=[N:21][N:20]=3)=[CH:14][N:13]=2)[CH:8]=1. Procedure: In a manner similar to that described for the preparation of 2-(2-cyclopropylmethoxyphenyl)-5-(5-1H-tetrazolyl)pyrimidin-4(3H)-one in Example 9, the title compound was prepared from 1,6-dihydro-6-oxo-2-(5-methoxy-2-n-propoxyphenyl)pyrimidine-5-carbonitrile. The crude product was recrystallized from 2-methoxyethanol to give analytical material (65%), m.p. 257°-260°. Starting materials: ClCc1cccc2c(C3CCCCC3)nccc12, N#C[Na]. Product: N#CCc1cccc2c(C3CCCCC3)nccc12. Reaction SMILES: [CH:1]1([c:7]2[n:8][cH:9][cH:10][c:11]3[c:12]([CH2:17][Cl:18])[cH:13][cH:14][cH:15][c:16]23)[CH2:2][CH2:3][CH2:4][CH2:5][CH2:6]1.[Na:19][C:20]#[N:21]>>[CH:1]1([c:7]2[n:8][cH:9][cH:10][c:11]3[c:12]([CH2:17][C:20]#[N:21])[cH:13][cH:14][cH:15][c:16]23)[CH2:2][CH2:3][CH2:4][CH2:5][CH2:6]1. The reactants are Heterocyclic, CSSC (dimethyl disulphide), C(CCC)[Li] (n-Butyllithium), C(C)(C)NC(C)C (diisopropylamine), BrC1=CSC2=NC=CC=C21 (3-bromothieno[2,3-b]pyridine). The solvent is C1CCOC1 (THF). Run at time 30 minute. Product: BrC1=C(SC2=NC=CC=C21)SC (3-Bromo-2-(methylsulphanyl)thieno[2,3-b]pyridine). As a reaction SMILES: C([Li])CCC.C(NC(C)C)(C)C.[Br:13][C:14]1[C:22]2[C:17](=[N:18][CH:19]=[CH:20][CH:21]=2)[S:16][CH:15]=1.[CH3:23][S:24]SC>C1COCC1>[Br:13][C:14]1[C:22]2[C:17](=[N:18][CH:19]=[CH:20][CH:21]=2)[S:16][C:15]=1[S:24][CH3:23]. Procedure details: n-Butyllithium (3.25 mL, 1.7M in hexanes, 5.2 mmol) was added to a cooled solution of diisopropylamine (0.74 mL, 5.2 mmol) in THF (15 mL) at −78° C. The reaction mixture was allowed to warm to room temperature and stirred for 30 minutes. The reaction was cooled to 0° C. and 3-bromothieno[2,3-b]pyridine (prepared by the method of Klemm L. H. et al., Journal of Heterocyclic Chemistry, 1974, 11(2), 205-209) (1 g, 4.7 mmol) added. After stirring for a further 20 minutes dimethyl disulphide (443 mg, ... Starting materials: BrC1=CC=C(C=N1)C=O (6-bromo-pyridine-3-carbaldehyde), C(C)N1CCNCC1 (1-ethylpiperazine), [OH-].[Na+] (sodium hydroxide), C(C)(=O)O[BH-](OC(C)=O)OC(C)=O.[Na+] (sodium triacetoxyborohydride). Run in C(Cl)Cl (DCM), C(Cl)Cl (DCM). Run at time 12 hour. The product is BrC1=CC=C(C=N1)CN1CCN(CC1)CC (1-(6-Bromo-pyridin-3-ylmethyl)-4-ethyl-piperazine). RXN SMILES: [CH2:1]([N:3]1[CH2:8][CH2:7][NH:6][CH2:5][CH2:4]1)[CH3:2].[Br:9][C:10]1[N:15]=[CH:14][C:13]([CH:16]=O)=[CH:12][CH:11]=1.C(O[BH-](OC(=O)C)OC(=O)C)(=O)C.[Na+].[OH-].[Na+]>C(Cl)Cl>[Br:9][C:10]1[N:15]=[CH:14][C:13]([CH2:16][N:6]2[CH2:7][CH2:8][N:3]([CH2:1][CH3:2])[CH2:4][CH2:5]2)=[CH:12][CH:11]=1 |f:2.3,4.5|. Procedure details: Add neat 1-ethylpiperazine (221.44 mL) to a mixture of 6-bromo-pyridine-3-carbaldehyde (300 g) and DCM (5000 mL). Then, add sodium triacetoxyborohydride (372.09 g) in portions and stir at RT for 12 h. Add DCM (1000 mL) and aqueous solution of sodium hydroxide 2 N (1500 mL). Separate the layers and extract twice the aqueous layer with DCM (600 mL). Combine the organic layers and remove the solvent under vacuum, add EA and evaporate to afford 451.3 g of the title compound. MS (ES+): m/z=285 (M+H)+... Starting materials: IC1=C2C(=NC=C1)N(C=C2)C(C)=O (4-Iodo-1-N-acetyl-pyrrolo[2,3-b]pyridine), CO (methanol). The solvent is C(C)O (ethanol). Yields the product IC1=C2C(=NC=C1)NC=C2 (4-iodo-1H-pyrrolo[2,3-b]pyridine). Isolated yield 234.2%. RXN SMILES: [I:1][C:2]1[CH:7]=[CH:6][N:5]=[C:4]2[N:8](C(=O)C)[CH:9]=[CH:10][C:3]=12.CO>C(O)C>[I:1][C:2]1[CH:7]=[CH:6][N:5]=[C:4]2[NH:8][CH:9]=[CH:10][C:3]=12. Reported procedure: A solution of meta-chlorobenzoic acid (14 g, 54 mmol) in ethyl acetate (30 mL) was dropwise added to a solution of 1H-pyrrolo[2,3-b]pyridine (5.3 g, 45 mmol) in ethyl acetate (45 mL) over 1 hr with stirring at 0° C. After completion of the dropping, the mixture was stirred at room temperature for 3 hr, followed by leaving to stand at 0° C. The resulting crystals were collected by filtration, washed with ethyl acetate, and then dried under reduced pressure. The crystals were dissolved in water (3... The reactants are OC(c1ccc(CBr)cc1)(C(F)(F)F)C(F)(F)F, CC#N, CC(C)(C)OC(=O)N1CCCNCC1, [Na+], O=C([O-])O. Product: CC(C)(C)OC(=O)N1CCCN(Cc2ccc(C(O)(C(F)(F)F)C(F)(F)F)cc2)CC1. As a reaction SMILES: [Br:15][CH2:16][c:17]1[cH:18][cH:19][c:20]([C:23]([C:24]([F:25])([F:26])[F:27])([C:28]([F:29])([F:30])[F:31])[OH:32])[cH:21][cH:22]1.[CH3:38][C:39]#[N:40].[N:1]1([C:8](=[O:9])[O:10][C:11]([CH3:12])([CH3:13])[CH3:14])[CH2:2][CH2:3][NH:4][CH2:5][CH2:6][CH2:7]1.[Na+:33].[OH:34][C:35](=[O:36])[O-:37]>>[N:1]1([C:8](=[O:9])[O:10][C:11]([CH3:12])([CH3:13])[CH3:14])[CH2:2][CH2:3][N:4]([CH2:16][c:17]2[cH:18][cH:19][c:20]([C:23]([C:24]([F:25])([F:26])[F:27])([C:28]([F:29])([F:30])[F:31])[OH:32])[cH:21][cH:22]2)[CH2:5][CH2:6][CH2:7]1.